Dataset: the Open Reaction Database (ORD), a public repository of structured organic reaction records. Task: describe an organic reaction: reactants, conditions, products, and yield Reactants: ClC=1C=C(C(=O)OCC)C=C(N1)OCC (ethyl 2-chloro-6-ethoxyisonicotinate), C1(=CC=CC=C1)C(=N)C1=CC=CC=C1 (diphenylmethanimine), C([O-])([O-])=O.[Cs+].[Cs+] (cesium carbonate), C1(=CC=CC=C1)P(C1=C(C2=CC=CC=C2C=C1)C1=C(C=CC2=CC=CC=C12)P(C1=CC=CC=C1)C1=CC=CC=C1)C1=CC=CC=C1 (racemic-2,2′-bis(diphenylphosphino)-1,1′-binaphthyl). Reagents/catalysts: CC(=O)[O-].CC(=O)[O-].[Pd+2] (Pd(OAc)2). Run in C(C)(=O)OCC (ethyl acetate), C1(=CC=CC=C1)C (toluene). Reaction conditions: temperature 110 celsius. The product is C1(=CC=CC=C1)C(C1=CC=CC=C1)=NC=1C=C(C(=O)OCC)C=C(N1)OCC (ethyl 2-(diphenylmethyleneamino)-6-ethoxyisonicotinate). Yield: 94.4%. As a reaction SMILES: Cl[C:2]1[CH:3]=[C:4]([CH:10]=[C:11]([O:13][CH2:14][CH3:15])[N:12]=1)[C:5]([O:7][CH2:8][CH3:9])=[O:6].[C:16]1([C:22]([C:24]2[CH:29]=[CH:28][CH:27]=[CH:26][CH:25]=2)=[NH:23])[CH:21]=[CH:20][CH:19]=[CH:18][CH:17]=1.C(=O)([O-])[O-].[Cs+].[Cs+].C1(P(C2C=CC=CC=2)C2C=CC3C(=CC=CC=3)C=2C2C3C(=CC=CC=3)C=CC=2P(C2C=CC=CC=2)C2C=CC=CC=2)C=CC=CC=1>C1(C)C=CC=CC=1.C(OCC)(=O)C.CC([O-])=O.CC([O-])=O.[Pd+2]>[C:16]1([C:22](=[N:23][C:2]2[CH:3]=[C:4]([CH:10]=[C:11]([O:13][CH2:14][CH3:15])[N:12]=2)[C:5]([O:7][CH2:8][CH3:9])=[O:6])[C:24]2[CH:25]=[CH:26][CH:27]=[CH:28][CH:29]=2)[CH:21]=[CH:20][CH:19]=[CH:18][CH:17]=1 |f:2.3.4,8.9.10|. Procedure: The compound prepared in Example 229 (0.26 g), diphenylmethanimine (0.24 g), cesium carbonate (1.8 g), racemic-2,2′-bis(diphenylphosphino)-1,1′-binaphthyl (0.070 g) and Pd(OAc)2 (0.013 g) were dissolved in degassed toluene (4.5 mL) and then heated under argon at 110° C. for 1 hr. The reaction was cooled, diluted with ethyl acetate and filtered through celite (trade mark) with an ethyl acetate wash. The combined organic solutions were purified by column chromatography using an eluant of 0-2% ethy...